describe an organic reaction: reactants, conditions, products, and yield From a dataset of the Open Reaction Database (ORD), a public repository of structured organic reaction records. The reactants are C1(=CC=C(C=C1)S(=O)(=O)O)C (p-toluene-sulfonic acid), CNS(=O)(=O)C=1C(=CC2=CC=CC=C2C1)CC(=O)O (3-(N-methyl-sulfamoyl)-naphthalene-2-acetic acid). Run in C=1(C(=CC=CC1)C)C (xylene). The product is CN1S(C2=C(CC1=O)C=C1C=CC=CC1=C2)(=O)=O (3,4-dihydro-2-methyl-3-oxo-2H-naphtho[2,3-e]-1,2-thiazine 1,1-dioxide). Isolated yield 61.1%. As a reaction SMILES: [CH3:1][NH:2][S:3]([C:6]1[C:7]([CH2:16][C:17]([OH:19])=O)=[CH:8][C:9]2[C:14]([CH:15]=1)=[CH:13][CH:12]=[CH:11][CH:10]=2)(=[O:5])=[O:4].C1(C)C=CC(S(O)(=O)=O)=CC=1>C1(C)C(C)=CC=CC=1>[CH3:1][N:2]1[C:17](=[O:19])[CH2:16][C:7]2[CH:8]=[C:9]3[C:14](=[CH:15][C:6]=2[S:3]1(=[O:5])=[O:4])[CH:13]=[CH:12][CH:11]=[CH:10]3. Reported procedure: This naphthalene-2-acetic acid (2.6 g, 9.4 mmol) was 12 hrs refluxed in 100 mL xylene with the addition of 0.2 g p-toluene-sulfonic acid. The reaction mixture was cooled, filtered, washed with water and concentrated. Recrystallization from ethanol gave 1.5 g (61%) 3,4-dihydro-2-methyl-3-oxo-2H-naphtho[2,3-e]-1,2-thiazine 1,1-dioxide (melting point: 126-127° C.). Reactants: C(C)(=O)OCC (ethyl acetate), CN(C)C=O (DMF), C1(CC1)C=O (cyclopropanecarbaldehyde), Cl.N[C@H]1[C@@H](C1)C1=CC=C(C=C1)NC(=O)C1=CC=C(C=C1)C1=CC=CC=C1 (N-[4-(trans-2-aminocyclopropyl)phenyl]biphenyl-4-carboxamide hydrochloride), C(C)(=O)O (acetic acid), C1(CC1)C=O (cyclopropanecarbaldehyde), C1(CC1)C=O (cyclopropanecarbaldehyde). The solvent is O (water), CO (methanol). Reaction conditions: time 21 hour. Product: Cl.C1(CC1)CN([C@H]1[C@@H](C1)C1=CC=C(C=C1)NC(=O)C1=CC=C(C=C1)C1=CC=CC=C1)CC1CC1 (N-(4-{trans-2-[bis(cyclopropylmethyl)amino]cyclopropyl}phenyl)biphenyl-4-carboxamide hydrochloride). Reaction SMILES: [ClH:1].[NH2:2][C@@H:3]1[CH2:5][C@H:4]1[C:6]1[CH:11]=[CH:10][C:9]([NH:12][C:13]([C:15]2[CH:20]=[CH:19][C:18]([C:21]3[CH:26]=[CH:25][CH:24]=[CH:23][CH:22]=3)=[CH:17][CH:16]=2)=[O:14])=[CH:8][CH:7]=1.[C:27](O)(=O)[CH3:28].[CH:31]1([CH:34]=O)[CH2:33][CH2:32]1.CN(C=O)C.[C:41](OCC)(=O)[CH3:42]>CO.O>[ClH:1].[CH:27]1([CH2:28][N:2]([CH2:34][CH:31]2[CH2:32][CH2:33]2)[C@@H:3]2[CH2:5][C@H:4]2[C:6]2[CH:7]=[CH:8][C:9]([NH:12][C:13]([C:15]3[CH:20]=[CH:19][C:18]([C:21]4[CH:26]=[CH:25][CH:24]=[CH:23][CH:22]=4)=[CH:17][CH:16]=3)=[O:14])=[CH:10][CH:11]=2)[CH2:42][CH2:41]1 |f:0.1,8.9|. Procedure details: To a solution of N-[4-(trans-2-aminocyclopropyl)phenyl]biphenyl-4-carboxamide hydrochloride (100 mg) in methanol (5.4 mL) were added acetic acid (0.6 mL), cyclopropanecarbaldehyde (0.023 mL) and 2-picoline-borane complex (44 mg). The mixture was stirred at room temperature for 21 hr, and DMF (4 mL) and 2-picoline-borane complex (29.3 mg) were added. The mixture was stirred at room temperature for 2 hr, and cyclopropanecarbaldehyde (0.010 mL) was added. The mixture was stirred at room temperature... The reactants are C(#N)C1=CC=C(C=C1)N1NC(=CC1=O)C (1-(4-cyanophenyl)-3-methyl-5-pyrazolone), FC(C(C(=O)OC)=O)(F)F (methyl trifluoropyruvate). Solvent: C(Cl)(Cl)Cl (chloroform). Run at temperature 80 celsius, time 2 hour. Product: COC(C(C1=C(NN(C1=O)C1=CC=C(C=C1)C#N)C)(C(F)(F)F)O)=O (1-(4-cyanophenyl)-2,5-dihydro-α-hydroxy-3-methyl-5-oxo-α-trifluoromethyl-1H-pyrazole-4-acetic acid methyl ester), solid. RXN SMILES: [C:1]([C:3]1[CH:8]=[CH:7][C:6]([N:9]2[C:13](=[O:14])[CH:12]=[C:11]([CH3:15])[NH:10]2)=[CH:5][CH:4]=1)#[N:2].[F:16][C:17]([F:25])([F:24])[C:18](=[O:23])[C:19]([O:21][CH3:22])=[O:20]>C(Cl)(Cl)Cl>[CH3:22][O:21][C:19](=[O:20])[C:18]([OH:23])([C:17]([F:25])([F:24])[F:16])[C:12]1[C:13](=[O:14])[N:9]([C:6]2[CH:5]=[CH:4][C:3]([C:1]#[N:2])=[CH:8][CH:7]=2)[NH:10][C:11]=1[CH3:15]. Reported procedure: To a chloroform solution (5 ml) of 1-(4-cyanophenyl)-3-methyl-5-pyrazolone (100 mg, 0.5 mmol), methyl trifluoropyruvate (78 mg, 0.5 mmol) was added at room temperature and the mixture was stirred at 80° C. for 2 hours. After removing the solvent under reduced pressure, the title compound was obtained as a pale yellow solid (174 mg).